From a dataset of the Open Reaction Database (ORD), a public repository of structured organic reaction records. describe an organic reaction: reactants, conditions, products, and yield Reactants: C(C)(C)(C)NS(=O)(=O)C1=CC=CC2=C1SC(C2)C (N-t-butyl-2,3-dihydro-2-methylbenzo[b]thiophene-7-sulfonamide), C(CCC)[Li] (n-butyl lithium), Cl (hydrochloric acid), Cl[Si](C)(C)C (chlorotrimethylsilane). Run in O1CCCC1 (tetrahydrofuran), CCCCCC (hexane). Conditions: time 30 minute. The product is C(C)(C)(C)NS(=O)(=O)C1=C(C=CC2=C1SC(C2)C)[Si](C)(C)C (N-t-Butyl-2,3-dihydro-2-methyl-6-trimethylsilylbenzo[b]thiophene-7-sulfonamide). RXN SMILES: [C:1]([NH:5][S:6]([C:9]1[C:14]2[S:15][CH:16]([CH3:18])[CH2:17][C:13]=2[CH:12]=[CH:11][CH:10]=1)(=[O:8])=[O:7])([CH3:4])([CH3:3])[CH3:2].C([Li])CCC.Cl[Si:25]([CH3:28])([CH3:27])[CH3:26].Cl>O1CCCC1.CCCCCC>[C:1]([NH:5][S:6]([C:9]1[C:14]2[S:15][CH:16]([CH3:18])[CH2:17][C:13]=2[CH:12]=[CH:11][C:10]=1[Si:25]([CH3:28])([CH3:27])[CH3:26])(=[O:7])=[O:8])([CH3:4])([CH3:2])[CH3:3]. Reported procedure: To a solution of 4.0 g of N-t-butyl-2,3-dihydro-2-methylbenzo[b]thiophene-7-sulfonamide in 175 ml of dry tetrahydrofuran was added 20 ml of a 1.6M hexane solution of n-butyl lithium at -40° C. to -30° C. under an inert atmosphere. The mixture was allowed to warm and was stirred at room temperature for 30 minutes. It was recooled to -30° C. and was contacted with 3.0 ml of chlorotrimethylsilane. The mixture was stirred at room temperature for 2 hours and was acidified with 10 ml of 6N hydrochlori... Starting materials: COC(=O)C1=CC2=C(S1)C=C(C=C2)C(=O)OC (benzo[b]thiophene-2,6-dicarboxylic acid dimethyl ester), [OH-].[Na+] (NaOH), C(CC(O)(C(=O)O)CC(=O)O)(=O)O (citric acid). Run in C(Cl)Cl (CH2Cl2), C1CCOC1.CO (THF MeOH). Reaction conditions: time 5 hour. The product is COC(=O)C=1C=CC2=C(SC(=C2)C(=O)O)C1 (Benzo[b]thiophene-2,6-dicarboxylic acid 6-methyl ester). Reaction SMILES: C[O:2][C:3]([C:5]1[S:9][C:8]2[CH:10]=[C:11]([C:14]([O:16][CH3:17])=[O:15])[CH:12]=[CH:13][C:7]=2[CH:6]=1)=[O:4].[OH-].[Na+].C(O)(=O)CC(CC(O)=O)(C(O)=O)O>C1COCC1.CO.C(Cl)Cl>[CH3:17][O:16][C:14]([C:11]1[CH:12]=[CH:13][C:7]2[CH:6]=[C:5]([C:3]([OH:4])=[O:2])[S:9][C:8]=2[CH:10]=1)=[O:15] |f:1.2,4.5|. Procedure: To a solution of benzo[b]thiophene-2,6-dicarboxylic acid dimethyl ester (139 mg, 0.56 mmol) in THF/MeOH (2/2 mL) was added 1 N NaOH (555 μL). After 5 h, the solution was diluted with CH2Cl2 and acidified with 5% citric acid. The combined organic fractions were dried, filtered, and concentrated to yield the desired acid, which was used without further purification. MS (EI): cal'd (MH+) 237.01, exp (MH+), 237.13. Conditions: time 48 hour. Yields the product C(C)(C)(C)C=1C=C(N(N1)C1=CC(=CC=C1)Cl)CNC(C(C)C1=CC(=C(C=C1)CS(=O)(=O)C)F)=O (N-[[5-tert-butyl-2-(3-chlorophenyl)-2H-pyrazol-3-yl]-methyl]-2-[3-fluoro-4-(methylsulfonyl-methyl)-phenyl]-propionamide). The reactants are FC=1C=C(C=CC1CS(=O)(=O)C)C(C(=O)O)C (2-(3-fluoro-4-(methylsulfonylmethyl)phenyl)propanoic acid), C(C)(C)(C)C1=NN(C(=C1)CN)C1=CC(=CC=C1)Cl ((3-tert-butyl-1-(3-chlorophenyl)-1H-pyrazol-5-yl)methanamine), F[B-](F)(F)F.N1(N=NC2=C1C=CC=C2)OC(=[N+](C)C)N(C)C (O-(1H-benzotriazol-1-yl)-N,N,N′,N′-tetramethyluronium tetrafluorborat), ON1N=NC2=C1C=CC=C2 (1-hydroxybenzotriazole), C(C)N(C(C)C)C(C)C (N-ethyldiisopropylamine). RXN SMILES: [F:1][C:2]1[CH:3]=[C:4]([CH:13]([CH3:17])[C:14]([OH:16])=O)[CH:5]=[CH:6][C:7]=1[CH2:8][S:9]([CH3:12])(=[O:11])=[O:10].[C:18]([C:22]1[CH:26]=[C:25]([CH2:27][NH2:28])[N:24]([C:29]2[CH:34]=[CH:33][CH:32]=[C:31]([Cl:35])[CH:30]=2)[N:23]=1)([CH3:21])([CH3:20])[CH3:19].F[B-](F)(F)F.N1(OC(N(C)C)=[N+](C)C)C2C=CC=CC=2N=N1.ON1C2C=CC=CC=2N=N1.C(N(C(C)C)C(C)C)C>C1COCC1>[C:18]([C:22]1[CH:26]=[C:25]([CH2:27][NH:28][C:14](=[O:16])[CH:13]([C:4]2[CH:5]=[CH:6][C:7]([CH2:8][S:9]([CH3:12])(=[O:10])=[O:11])=[C:2]([F:1])[CH:3]=2)[CH3:17])[N:24]([C:29]2[CH:34]=[CH:33][CH:32]=[C:31]([Cl:35])[CH:30]=2)[N:23]=1)([CH3:21])([CH3:19])[CH3:20] |f:2.3|. Yield: 80.4%. The solvent is C1CCOC1 (THF). Reported procedure: To a stirred solution of 2-(3-fluoro-4-(methylsulfonylmethyl)phenyl)propanoic acid (60 mg, 0.231 mmol) and (3-tert-butyl-1-(3-chlorophenyl)-1H-pyrazol-5-yl)methanamine (60 mg, 0.231 mmol) in THF (1.8 mL) were added O-(1H-benzotriazol-1-yl)-N,N,N′,N′-tetramethyluronium tetrafluorborat (73 mg, 0.231 mmol), 1-hydroxybenzotriazole (30 mg, 0.231 mmol) and N-ethyldiisopropylamine (0.078 mL, 0.462 mmol). The reaction mixture was stirred for 48 h at room temperature, concentrated in vacuo and the residu... Reactants: NCCNC(=O)C=1SC=CC1NC1=C2C(=NC=C1)NC=C2 (3-(1H-Pyrrolo[2,3-b]pyridin-4-ylamino)-thiophene-2-carboxylic acid (2-amino-ethyl)-amide), COC(CN)=O (amino-acetic acid methyl ester). Product: COC(CNC(=O)C=1SC=CC1NC1=C2C(=NC=C1)NC=C2)=O ({[3-(1H-Pyrrolo[2,3-b]pyridin-4-ylamino)-thiophene-2-carbonyl]-amino}-acetic acid methyl ester). RXN SMILES: NCCN[C:5]([C:7]1[S:8][CH:9]=[CH:10][C:11]=1[NH:12][C:13]1[CH:18]=[CH:17][N:16]=[C:15]2[NH:19][CH:20]=[CH:21][C:14]=12)=[O:6].[CH3:22][O:23][C:24](=[O:27])[CH2:25][NH2:26]>>[CH3:22][O:23][C:24](=[O:27])[CH2:25][NH:26][C:5]([C:7]1[S:8][CH:9]=[CH:10][C:11]=1[NH:12][C:13]1[CH:18]=[CH:17][N:16]=[C:15]2[NH:19][CH:20]=[CH:21][C:14]=12)=[O:6]. Procedure: This compound was prepared in an analogous manner as 3-(1H-Pyrrolo[2,3-b]pyridin-4-ylamino)-thiophene-2-carboxylic acid (2-amino-ethyl)-amide using amino-acetic acid methyl ester instead of tert-butyl-2-amino ethyl carbamate. LCMS (ESI) 331 (M+H) 1H NMR (400 MHz, DMSO-d6) δ ppm 11.55 (1H, br. s.) 10.22 (1H, s) 8.54 (1H, t, J=5.76 Hz) 8.04 (1H, d, J=5.42 Hz) 7.83 (1H, d, J=5.42 Hz) 7.51 (1H, d, J=5.47 Hz) 7.32 (1H, dd, J=3.49, 2.37 Hz) 6.86 (1H, d, J=5.47 Hz) 6.41 (1H, dd, J=3.54, 1.83 Hz) 4.00 (... The reactants are ClC1=C(C=C(C=C1)[C@H]1[C@@H](CN(CCO1)C(=O)OC(C)(C)C)COS(=O)(=O)C)F (tert-butyl (6S,7R)-7-(4-chloro-3-fluorophenyl)-6-{[(methylsulfonyl)oxy]methyl}-1,4-oxazepane-4-carboxylate), ClC=1C(NC=CC1)=O (3-chloropyridin-2(1H)-one). Product: Cl.ClC=1C(N(C=CC1)C[C@@H]1CNCCO[C@H]1C1=CC(=C(C=C1)Cl)F)=O (3-chloro-1-{[(6S,7R)-7-(4-chloro-3-fluorophenyl)-1,4-oxazepan-6-yl]methyl}pyridin-2(1H)-one monohydrochloride). Reaction SMILES: [Cl:1][C:2]1[CH:7]=[CH:6][C:5]([C@@H:8]2[O:14][CH2:13][CH2:12][N:11](C(OC(C)(C)C)=O)[CH2:10][C@H:9]2[CH2:22]OS(C)(=O)=O)=[CH:4][C:3]=1[F:28].[Cl:29][C:30]1[C:31](=[O:36])[NH:32][CH:33]=[CH:34][CH:35]=1>>[ClH:1].[Cl:29][C:30]1[C:31](=[O:36])[N:32]([CH2:22][C@H:9]2[C@H:8]([C:5]3[CH:6]=[CH:7][C:2]([Cl:1])=[C:3]([F:28])[CH:4]=3)[O:14][CH2:13][CH2:12][NH:11][CH2:10]2)[CH:33]=[CH:34][CH:35]=1 |f:2.3|. Reported procedure: Using tert-butyl (6S,7R)-7-(4-chloro-3-fluorophenyl)-6-{[(methylsulfonyl)oxy]methyl}-1,4-oxazepane-4-carboxylate and 3-chloropyridin-2(1H)-one, and by a method similar to that in Example 31, steps C and E, the title compound was obtained. Starting materials: C(C1=CC=CC=C1)(=O)O (benzoic acid), Cl.Cl.N1(C=NC=C1)CCCN (1H-imidazole-1-propanamine dihydrochloride), C(=O)(N1C=NC=C1)N1C=NC=C1 (1,1'-carbonyldiimidazole), O1CCCC1 (tetrahydrofuran). Solvent: O (water). Conditions: time 18 hour. Yields the product N1(C=NC=C1)CCCNC(C1=CC=CC=C1)=O (N-[3-(1H-Imidazol-1-yl)propyl]benzamide). RXN SMILES: [C:1]([OH:9])(=O)[C:2]1[CH:7]=[CH:6][CH:5]=[CH:4][CH:3]=1.C(N1C=CN=C1)(N1C=CN=C1)=O.O1CCCC1.Cl.Cl.[N:29]1([CH2:34][CH2:35][CH2:36][NH2:37])[CH:33]=[CH:32][N:31]=[CH:30]1>O>[N:29]1([CH2:34][CH2:35][CH2:36][NH:37][C:1](=[O:9])[C:2]2[CH:3]=[CH:4][CH:5]=[CH:6][CH:7]=2)[CH:33]=[CH:32][N:31]=[CH:30]1 |f:3.4.5|. Procedure: A mixture of 1.22 g. of benzoic acid, 1.62 g. of 1,1'-carbonyldiimidazole and 30 ml. of tetrahydrofuran was stirred for 3 hours, then 1.98 g. of 1H-imidazole-1-propanamine dihydrochloride was added. The reaction mixture was stirred for 18 hours, then heated at reflux for 5 hours, then diluted with 5 ml. of water and heated for an additional 30 minutes. The mixture was concentrated to remove most of the solvent and to the residue was added chloroform and 35 ml. of 1N sodium hydroxide. The layers ... Starting materials: ClC=1C=C(OC2=C(C#N)C=C(C=C2)F)C=CC1Cl (2-(3,4-dichlorophenoxy)-5-fluoro-benzonitrile). Run in C1CCOC1 (THF), C1CCOC1 (THF). Yields the product ClC=1C=C(OC2=C(CN)C=C(C=C2)F)C=CC1Cl (2-(3,4-DICHLOROPHENOXY)-5-FLUORO-BENZYLAMINE). RXN SMILES: [Cl:1][C:2]1[CH:3]=[C:4]([CH:15]=[CH:16][C:17]=1[Cl:18])[O:5][C:6]1[CH:13]=[CH:12][C:11]([F:14])=[CH:10][C:7]=1[C:8]#[N:9]>C1COCC1>[Cl:1][C:2]1[CH:3]=[C:4]([CH:15]=[CH:16][C:17]=1[Cl:18])[O:5][C:6]1[CH:13]=[CH:12][C:11]([F:14])=[CH:10][C:7]=1[CH2:8][NH2:9]. Reported procedure: A flame-dried flask containing N2 inlet and magnetic stirrer was charged with 3.0 mL of 2.0 M borane methyl sulfide complex in THF (6.0 mmol, Aldrich Chem. Co.), followed by an additional 10 mL of anhydrous THF at room temperature. While stirring, 0.562 g (2.0 mmol) of 2-(3,4-dichlorophenoxy)-5-fluoro-benzonitrile (title compound of Preparation 37) was added slowly via syringe, causing some mild foaming. After the addition, the reaction was heated at reflux for a total of 3 hr, and a tic (CHCl3:... Starting materials: (+)-dip-chloride(tm), BrC1=CC=2C(=NC(=C(C2)C(C)=O)Cl)S1 (1-(2-bromo-6-chlorothieno[2,3-b]pyridin-5-yl)ethanone). Run in C1CCOC1 (THF), C1CCOC1 (THF). Run at temperature -55 celsius, time 1 hour. Product: BrC1=CC=2C(=NC(=C(C2)[C@@H](C)O)Cl)S1 ((R)-1-(2-bromo-6-chlorothieno[2,3-b]pyridin-5-yl)ethanol). Reaction SMILES: [Br:1][C:2]1[S:14][C:5]2=[N:6][C:7]([Cl:13])=[C:8]([C:10](=[O:12])[CH3:11])[CH:9]=[C:4]2[CH:3]=1>C1COCC1>[Br:1][C:2]1[S:14][C:5]2=[N:6][C:7]([Cl:13])=[C:8]([C@H:10]([OH:12])[CH3:11])[CH:9]=[C:4]2[CH:3]=1. Reported procedure: In 30 mL of THF was dissolved (+)-dip-chloride(tm) (3.3 g, 10.2 mmol, 2.2 eq) and the resulting solution was cooled to −55° C. To this solution was added 1-(2-bromo-6-chlorothieno[2,3-b]pyridin-5-yl)ethanone in 10 mL of THF via cannula, followed by a rinse with 10 mL of THF. The reaction was allowed to warm to RT slowly overnight and then quenched with 5 mL of acetone and 50% sat. Na2CO3. After stirring for 1 h, the reaction was diluted with ethyl acetate (100 mL) and transferred to a reparatory...